This data is from the Open Reaction Database (ORD), a public repository of structured organic reaction records. The task is: describe an organic reaction: reactants, conditions, products, and yield Procedure: This compound was made in the following manner: 50 mg of 3-(S)-benzyl-1-(2′-chloro-5′-methyl-biphenyl-4-ylmethyl)-piperazine was dissolved in THF, 2 equiv. methylisocyanate was added. The reaction was stirred at room temperature overnight. The reaction was diluted with DCM, washed with saturated aqueous sodium bicarbonate solution, then dried over sodium sulfate, filtered and concentrated in vacuo. The crude residue was purified by column chromatography to afford the title compound as the free b... Yields the product CNC(=O)N1[C@H](CN(CC1)CC1=CC=C(C=C1)C1=C(C=CC(=C1)C)Cl)CC1=CC=CC=C1 (2-(S)-Benzyl-4-(2′-chloro-5′-methyl-biphenyl-4-ylmethyl)-piperazine-1-carboxylic acid methylamide). Starting materials: C(C1=CC=CC=C1)[C@H]1CN(CCN1)CC1=CC=C(C=C1)C1=C(C=CC(=C1)C)Cl (3-(S)-benzyl-1-(2′-chloro-5′-methyl-biphenyl-4-ylmethyl)-piperazine), CN=C=O (methylisocyanate). Reaction conditions: time 8 hour. Solvent: C1CCOC1 (THF), C(Cl)Cl (DCM). RXN SMILES: [CH2:1]([C@@H:8]1[NH:13][CH2:12][CH2:11][N:10]([CH2:14][C:15]2[CH:20]=[CH:19][C:18]([C:21]3[CH:26]=[C:25]([CH3:27])[CH:24]=[CH:23][C:22]=3[Cl:28])=[CH:17][CH:16]=2)[CH2:9]1)[C:2]1[CH:7]=[CH:6][CH:5]=[CH:4][CH:3]=1.[CH3:29][N:30]=[C:31]=[O:32]>C1COCC1.C(Cl)Cl>[CH3:29][NH:30][C:31]([N:13]1[CH2:12][CH2:11][N:10]([CH2:14][C:15]2[CH:20]=[CH:19][C:18]([C:21]3[CH:26]=[C:25]([CH3:27])[CH:24]=[CH:23][C:22]=3[Cl:28])=[CH:17][CH:16]=2)[CH2:9][C@@H:8]1[CH2:1][C:2]1[CH:7]=[CH:6][CH:5]=[CH:4][CH:3]=1)=[O:32]. Starting materials: C(#N)C=1OC2=C(C(C1)=O)C=CC(=C2)OCCCCl (2-cyano-7-(3-chloropropyloxy)-4-oxo-4H-1-benzopyran), C1(=CC=CC=C1)C(=C1CCNCC1)C1=CC=CC=C1 (4-diphenylmethylenepiperidine), [I-].[Na+] (sodium iodide), C([O-])([O-])=O.[K+].[K+] (potassium carbonate). Run in CC(=O)C (acetone). The product is compound ( 6 ), C(#N)C=1OC2=C(C(C1)=O)C=CC(=C2)OCCCN2CCC(CC2)=C(C2=CC=CC=C2)C2=CC=CC=C2 (2-cyano-7-[3-(4-diphenylmethylenepiperidin-1-yl)propyloxy]-4-oxo-4H-benzopyran). Yield: 79.0%. As a reaction SMILES: [C:1]([C:3]1[O:4][C:5]2[CH:13]=[C:12]([O:14][CH2:15][CH2:16][CH2:17]Cl)[CH:11]=[CH:10][C:6]=2[C:7](=[O:9])[CH:8]=1)#[N:2].[C:19]1([C:25]([C:32]2[CH:37]=[CH:36][CH:35]=[CH:34][CH:33]=2)=[C:26]2[CH2:31][CH2:30][NH:29][CH2:28][CH2:27]2)[CH:24]=[CH:23][CH:22]=[CH:21][CH:20]=1.[I-].[Na+].C(=O)([O-])[O-].[K+].[K+]>CC(C)=O>[C:1]([C:3]1[O:4][C:5]2[CH:13]=[C:12]([O:14][CH2:15][CH2:16][CH2:17][N:29]3[CH2:30][CH2:31][C:26](=[C:25]([C:32]4[CH:37]=[CH:36][CH:35]=[CH:34][CH:33]=4)[C:19]4[CH:20]=[CH:21][CH:22]=[CH:23][CH:24]=4)[CH2:27][CH2:28]3)[CH:11]=[CH:10][C:6]=2[C:7](=[O:9])[CH:8]=1)#[N:2] |f:2.3,4.5.6|. Procedure: A mixture of 0.4 g (1.5 mmol) 2-cyano-7-(3-chloropropyloxy)-4-oxo-4H-1-benzopyran, 0.38 g (1.5 mmol) 4-diphenylmethylenepiperidine, 0.225 g (1.5 mmol) sodium iodide and 0.21 g (1.5 mmol) potassium carbonate in 200 ml dry acetone was refluxed for 48 hours. After removing the solvent, the solid residue was extracted with chloroform. The chloroform solution was evaporated to dryness and the residue was put on a silica gel column and eluated with a mixture of diethylether/ethyl acetate(5:1). Removin... Starting materials: FC1=C(C=CC(=C1)F)C#CC=1C=CC=2N(N1)C(=NN2)C(C)C (6-((2,4-difluorophenyl)ethynyl)-3-isopropyl-[1,2,4]triazolo[4,3-b]pyridazine), [N-]=[N+]=[N-].[Na+] (Sodium azide). Solvent: CC(=O)N(C)C (DMA). Reaction conditions: temperature 80 celsius. Product: FC1=C(C=CC(=C1)F)C=1N=NNC1C=1C=CC=2N(N1)C(=NN2)C(C)C (6-(4-(2,4-Difluorophenyl)-1H-1,2,3-triazol-5-yl)-3-isopropyl-[1,2,4]triazolo[4,3-b]pyridazine). As a reaction SMILES: [F:1][C:2]1[CH:7]=[C:6]([F:8])[CH:5]=[CH:4][C:3]=1[C:9]#[C:10][C:11]1[CH:12]=[CH:13][C:14]2[N:15]([C:17]([CH:20]([CH3:22])[CH3:21])=[N:18][N:19]=2)[N:16]=1.[N-:23]=[N+:24]=[N-:25].[Na+]>CC(N(C)C)=O>[F:1][C:2]1[CH:7]=[C:6]([F:8])[CH:5]=[CH:4][C:3]=1[C:9]1[N:23]=[N:24][NH:25][C:10]=1[C:11]1[CH:12]=[CH:13][C:14]2[N:15]([C:17]([CH:20]([CH3:22])[CH3:21])=[N:18][N:19]=2)[N:16]=1 |f:1.2|. Procedure: A 50 mL round-bottomed flask equipped with a condenser outfitted with a nitrogen inlet was charged with 6-((2,4-difluorophenyl)ethynyl)-3-isopropyl-[1,2,4]triazolo[4,3-b]pyridazine (0.500 g, 1.67 mmol, Preparation #J.1) in DMA (15 mL) to give a yellow solution. Sodium azide (0.327 g, 5.03 mmol) was added in one portion. The reaction mixture was heated at about 80° C. for about 16 h. The reaction mixture was partitioned between EtOAc and water. The layers were separated and the organic layer was ... The reactants are C(=O)(O)C1CC2C3C4C5C6CCC(C5=C(C3C1C2)C4)C6 (12-carboxyhexacyclo[6.6.1.13,6.110,13.02,7.09,14]heptadecene), O1CCCC=C1 (3,4-dihydro-2H-pyran), resultant mixture. The reagents and catalysts are C1(=CC=C(C=C1)S(=O)(=O)O)C (p-toluenesulfonic acid). Run in C(C)OCC (ethyl ether), O1CCCC1 (tetrahydrofuran). Product: O1C(CCCC1)OC(=O)C1CC2C3C4C5C6CCC(C5=C(C3C1C2)C4)C6 (12-tetrahydropyranyloxycarbonylhexacyclo[6.6.1.13,6.110,13.02,7.09,14]heptadecene). Isolated yield 72.6%. Reaction SMILES: [C:1]([CH:4]1[CH:17]2[CH2:18][CH:6]([CH:7]3[CH:16]2[C:15]2[CH2:19][CH:8]3[CH:9]3[C:14]=2[CH:13]2[CH2:20][CH:10]3[CH2:11][CH2:12]2)[CH2:5]1)([OH:3])=[O:2].[O:21]1[CH:26]=[CH:25][CH2:24][CH2:23][CH2:22]1>O1CCCC1.C(OCC)C.C1(C)C=CC(S(O)(=O)=O)=CC=1>[O:21]1[CH2:26][CH2:25][CH2:24][CH2:23][CH:22]1[O:2][C:1]([CH:4]1[CH:17]2[CH2:18][CH:6]([CH:7]3[CH:16]2[C:15]2[CH2:19][CH:8]3[CH:9]3[C:14]=2[CH:13]2[CH2:20][CH:10]3[CH2:11][CH2:12]2)[CH2:5]1)=[O:3]. Reported procedure: Next, 2.1 g of the 12-carboxyhexacyclo[6.6.1.13,6.110,13.02,7.09,14]heptadecene and 1.71 g of 3,4-dihydro-2H-pyran were dissolved in 50 ml of tetrahydrofuran, into which 0.03 g of p-toluenesulfonic acid were added. The resultant mixture was reacted at room temperature for 2 hours. The reaction mixture was diluted with 100 ml of ethyl ether, followed by the successive washing with a 3% aqueous solution of Na2CO3, 3% aqueous solution of sodium chloride, and water. An organic layer was dried over M... The reactants are CCO, [Cl-], O=c1ncc(-c2cc3nccc(Oc4ccc([N+](=O)[O-])cc4F)c3s2)cn1CCN1CCOCC1, [Fe], [NH4+], O. The product is Nc1ccc(Oc2ccnc3cc(-c4cnc(=O)n(CCN5CCOCC5)c4)sc23)c(F)c1. RXN SMILES: [CH3:38][CH2:39][OH:40].[Cl-:36].[F:1][c:2]1[c:3]([O:4][c:5]2[c:6]3[c:7]([n:8][cH:9][cH:10]2)[cH:11][c:12](-[c:14]2[cH:15][n:16][c:17](=[O:28])[n:18]([CH2:20][CH2:21][N:22]4[CH2:23][CH2:24][O:25][CH2:26][CH2:27]4)[cH:19]2)[s:13]3)[cH:29][cH:30][c:31]([N+:33]([O-:34])=[O:35])[cH:32]1.[Fe:42].[NH4+:37].[OH2:41]>>[F:1][c:2]1[c:3]([O:4][c:5]2[c:6]3[c:7]([n:8][cH:9][cH:10]2)[cH:11][c:12](-[c:14]2[cH:15][n:16][c:17](=[O:28])[n:18]([CH2:20][CH2:21][N:22]4[CH2:23][CH2:24][O:25][CH2:26][CH2:27]4)[cH:19]2)[s:13]3)[cH:29][cH:30][c:31]([NH2:33])[cH:32]1.